This data is from the Open Reaction Database (ORD), a public repository of structured organic reaction records. The task is: describe an organic reaction: reactants, conditions, products, and yield The reactants are ClC=1N=C(C2=C(N1)C=CN2C)Cl (2,4-dichloro-5-methyl-5H-pyrrolo[3,2-d]pyrimidine), N1CCOCC1 (morpholine), C(C)(C)N(C(C)C)CC (N,N-diisopropylethylamine). The solvent is CN(C=O)C (N,N-dimethylformamide), C(C)OCC.C(C)(=O)OCC (diethyl ether ethyl acetate). Reaction conditions: time 15 hour. The product is ClC=1N=C(C2=C(N1)C=CN2C)N2CCOCC2 (4-(2-chloro-5-methyl-5H-pyrrolo[3,2-d]pyrimidin-4-yl)morpholine). The yield is 94.0%. As a reaction SMILES: [Cl:1][C:2]1[N:3]=[C:4](Cl)[C:5]2[N:10]([CH3:11])[CH:9]=[CH:8][C:6]=2[N:7]=1.[NH:13]1[CH2:18][CH2:17][O:16][CH2:15][CH2:14]1.C(N(CC)C(C)C)(C)C>CN(C)C=O.C(OCC)C.C(OCC)(=O)C>[Cl:1][C:2]1[N:3]=[C:4]([N:13]2[CH2:18][CH2:17][O:16][CH2:15][CH2:14]2)[C:5]2[N:10]([CH3:11])[CH:9]=[CH:8][C:6]=2[N:7]=1 |f:4.5|. Reported procedure: A mixture of 2,4-dichloro-5-methyl-5H-pyrrolo[3,2-d]pyrimidine (1.25 g, 6.19 mmol), morpholine (1.08 mL, 12.37 mmol), and N,N-diisopropylethylamine (2.37 mL, 13.61 mmol) in N,N-dimethylformamide (36 mL) was stirred at RT under N2 for 15 h. The reaction mixture was diluted with 1:1 diethyl ether/ethyl acetate, and the organic layer was washed with 1:1 water/brine (3×) and brine (1×), dried over Na2SO4, filtered, and concentrated in vacuo. The crude product was purified by silica gel chromatograph... Reactants: ClC1=CC(=CN(C1=O)C)NC(C=1C(=NN(C1C)C1CC1)C(=O)O)C1=CC=C(C=C1)Cl (4-(((5-chloro-1-methyl-6-oxo-1,6-dihydropyridin-3-yl)amino)(4-chlorophenyl)methyl)-1-cyclopropyl-5-methyl-1H-pyrazole-3-carboxylic acid). The solvent is C(Cl)Cl.CO (CH2Cl2 MeOH). Product: ClC1=CC(=CN(C1=O)C)N1C(C2=NN(C(=C2C1C1=CC=C(C=C1)Cl)C)C1CC1)=O (5-(5-chloro-1-methyl-6-oxo-1,6-dihydropyridin-3-yl)-4-(4-chlorophenyl)-2-cyclopropyl-3-methyl-4,5-dihydropyrrolo[3,4-c]pyrazol-6(2H)-one). RXN SMILES: [Cl:1][C:2]1[C:7](=[O:8])[N:6]([CH3:9])[CH:5]=[C:4]([NH:10][CH:11]([C:24]2[CH:29]=[CH:28][C:27]([Cl:30])=[CH:26][CH:25]=2)[C:12]2[C:13]([C:21]([OH:23])=O)=[N:14][N:15]([CH:18]3[CH2:20][CH2:19]3)[C:16]=2[CH3:17])[CH:3]=1>C(Cl)Cl.CO>[Cl:1][C:2]1[C:7](=[O:8])[N:6]([CH3:9])[CH:5]=[C:4]([N:10]2[CH:11]([C:24]3[CH:25]=[CH:26][C:27]([Cl:30])=[CH:28][CH:29]=3)[C:12]3[C:13](=[N:14][N:15]([CH:18]4[CH2:19][CH2:20]4)[C:16]=3[CH3:17])[C:21]2=[O:23])[CH:3]=1 |f:1.2|. Procedure: The title compound was prepared in analogy to the procedure described in Example 1 using 4-(((5-chloro-1-methyl-6-oxo-1,6-dihydropyridin-3-yl)amino)(4-chlorophenyl)methyl)-1-cyclopropyl-5-methyl-1H-pyrazole-3-carboxylic acid (Step 17.7). tR: 4.28 min (HPLC 1); tR: 0.96 min (LC-MS 2); ESI-MS: 429/431 [M+H]+ (LC-MS 2); Rf=0.56 (CH2Cl2/MeOH 9:1); 1H NMR (400 MHz, DMSO-d6) δ ppm 0.96-1.19 (m, 4H) 2.14 (s, 3H) 3.43 (s, 3H) 3.57-3.68 (m, 1H) 6.13 (s, 1H) 7.27 (d, J=8.6 Hz, 2H) 7.36 (d, J=8.6 Hz, 2H) 7... Reaction conditions: temperature 0 celsius, time 2 hour. The solvent is ClCCl (dichloromethane). Reported procedure: Under an atmosphere of argon, (S)-2-(dibenzylamino)butanoic acid (27 g, 80.0 mmol, Eq: 1.00) was combined with dichloromethane (250 ml) to give a white suspension. At 0° C., TBTU (36.0 g, 112 mmol, Eq: 1.4) was added. The reaction was stirred for 2 h at 0° C. Then N-methylmorpholine (24.3 g, 26.4 ml, 240 mmol, Eq: 3) and N,O-dimethylhydroxylamine hydrochloride (19.5 g, 200 mmol, Eq: 2.5) were added. The reaction was stirred overnight at RT. The reaction mixture was extracted with water (2×75 ml)... Product: C(C1=CC=CC=C1)N([C@H](C(=O)N(C)OC)CC)CC1=CC=CC=C1 ((S)-2-(dibenzylamino)-N-methoxy-N-methylbutanamide). Reactants: C(C1=CC=CC=C1)N([C@H](C(=O)O)CC)CC1=CC=CC=C1 ((S)-2-(dibenzylamino)butanoic acid), CN(C)C(=[N+](C)C)ON1C2=C(C=CC=C2)N=N1.[B-](F)(F)(F)F (TBTU), CN1CCOCC1 (N-methylmorpholine), Cl.CNOC (N,O-dimethylhydroxylamine hydrochloride). Reaction SMILES: [CH2:1]([N:8]([CH2:15][C:16]1[CH:21]=[CH:20][CH:19]=[CH:18][CH:17]=1)[C@@H:9]([CH2:13][CH3:14])[C:10](O)=[O:11])[C:2]1[CH:7]=[CH:6][CH:5]=[CH:4][CH:3]=1.CN([C:25]([O:29][N:30]1N=NC2C=CC=C[C:31]1=2)=[N+](C)C)C.[B-](F)(F)(F)F.CN1CCOCC1.Cl.CNOC>ClCCl>[CH2:1]([N:8]([CH2:15][C:16]1[CH:21]=[CH:20][CH:19]=[CH:18][CH:17]=1)[C@@H:9]([CH2:13][CH3:14])[C:10]([N:30]([O:29][CH3:25])[CH3:31])=[O:11])[C:2]1[CH:7]=[CH:6][CH:5]=[CH:4][CH:3]=1 |f:1.2,4.5|. Reactants: FC(C1=C(C=CC=C1)B(O)O)(F)F (2-(trifluoromethyl)phenylboronic acid), C([O-])([O-])=O.[Na+].[Na+] (sodium carbonate), ClC=1C=C2C(=CNC2=CC1)CCNC(C1=CC(=CC=C1)I)=O (N-(2-(5-chloro-1H-indol-3-yl)ethyl)-3-iodobenzamide). Reagents/catalysts: C=1C=CC(=CC1)[P](C=2C=CC=CC2)(C=3C=CC=CC3)[Pd]([P](C=4C=CC=CC4)(C=5C=CC=CC5)C=6C=CC=CC6)([P](C=7C=CC=CC7)(C=8C=CC=CC8)C=9C=CC=CC9)[P](C=1C=CC=CC1)(C=1C=CC=CC1)C=1C=CC=CC1 (tetrakis(triphenylphosphine)palladium). The solvent is O (water), C(OC)COC (dimethoxyethane). Yields the product ClC=1C=C2C(=CNC2=CC1)CCNC(=O)C=1C(=CC=CC1)C1=CC(=CC=C1)C(F)(F)F (N-(2-(5-chloro-1H-indol-3-yl)ethyl)-3′-(trifluoromethyl)biphenyl-2-carboxamide), eluent, ClC=1C=C2C(=CNC2=CC1)CCNC(=O)C=1C=C(C=CC1)C1=C(C=CC=C1)C(F)(F)F (N-(2-(5-chloro-1H-indol-3-yl)ethyl)-2′-(trifluoromethyl)biphenyl-3-carboxamide). Isolated yield 146.3%. RXN SMILES: [Cl:1][C:2]1[CH:3]=[C:4]2[C:8](=[CH:9][CH:10]=1)[NH:7][CH:6]=[C:5]2[CH2:11][CH2:12][NH:13][C:14](=[O:22])[C:15]1[CH:20]=[CH:19][CH:18]=[C:17](I)[CH:16]=1.[F:23][C:24]([F:35])([F:34])[C:25]1[CH:30]=[CH:29][CH:28]=[CH:27][C:26]=1B(O)O.C(=O)([O-])[O-].[Na+].[Na+]>C(COC)OC.O.C1C=CC([P]([Pd]([P](C2C=CC=CC=2)(C2C=CC=CC=2)C2C=CC=CC=2)([P](C2C=CC=CC=2)(C2C=CC=CC=2)C2C=CC=CC=2)[P](C2C=CC=CC=2)(C2C=CC=CC=2)C2C=CC=CC=2)(C2C=CC=CC=2)C2C=CC=CC=2)=CC=1>[Cl:1][C:2]1[CH:3]=[C:4]2[C:8](=[CH:9][CH:10]=1)[NH:7][CH:6]=[C:5]2[CH2:11][CH2:12][NH:13][C:14]([C:15]1[C:20]([C:27]2[CH:28]=[CH:29][CH:30]=[C:25]([C:24]([F:35])([F:34])[F:23])[CH:26]=2)=[CH:19][CH:18]=[CH:17][CH:16]=1)=[O:22].[Cl:1][C:2]1[CH:3]=[C:4]2[C:8](=[CH:9][CH:10]=1)[NH:7][CH:6]=[C:5]2[CH2:11][CH2:12][NH:13][C:14]([C:15]1[CH:16]=[C:17]([C:26]2[CH:27]=[CH:28][CH:29]=[CH:30][C:25]=2[C:24]([F:35])([F:34])[F:23])[CH:18]=[CH:19][CH:20]=1)=[O:22] |f:2.3.4,^1:52,54,73,92|. Procedure details: N-(2-(5-chloro-1H-indol-3-yl)ethyl)-3′-(trifluoromethyl)biphenyl-2-carboxamide was prepared according to method B with N-(2-(5-chloro-1H-indol-3-yl)ethyl)-3-iodobenzamide (0.075 g; 0.176 mmol), 2-(trifluoromethyl)phenylboronic acid (0.035 g; 0.180 mmol), tetrakis(triphenylphosphine)palladium (0.010 g; 0.009 mmol), sodium carbonate (0.037 g; 0.353 mmol), in dimethoxyethane (3 mL) and water (1 mL), irradiated in a microwave oven at 180° C. for 5 minutes. Flash chromatography on silica gel (eluent ... Starting materials: ClCCl, O=C(Cl)OCc1ccccc1, NCCCO. The product is O=C(NCCCO)OCc1ccccc1. Reaction SMILES: [Cl:17][CH2:18][Cl:19].[Cl:6][C:7](=[O:8])[O:9][CH2:10][c:11]1[cH:12][cH:13][cH:14][cH:15][cH:16]1.[NH2:1][CH2:2][CH2:3][CH2:4][OH:5]>>[NH:1]([CH2:2][CH2:3][CH2:4][OH:5])[C:7](=[O:8])[O:9][CH2:10][c:11]1[cH:12][cH:13][cH:14][cH:15][cH:16]1. Starting materials: ClCCl, Cl, C1COCCO1, CC(C)(C)OC(=O)N1CCSC1C(=O)NC(CCO)c1ccccc1. RXN SMILES: [Cl:27][CH2:28][Cl:29].[ClH:26].[O:30]1[CH2:31][CH2:32][O:33][CH2:34][CH2:35]1.[OH:1][CH2:2][CH2:3][CH:4]([c:5]1[cH:6][cH:7][cH:8][cH:9][cH:10]1)[NH:11][C:12](=[O:13])[CH:14]1[S:15][CH2:16][CH2:17][N:18]1[C:19]([O:20][C:21]([CH3:22])([CH3:23])[CH3:24])=[O:25]>>[ClH:26].[OH:1][CH2:2][CH2:3][CH:4]([c:5]1[cH:6][cH:7][cH:8][cH:9][cH:10]1)[NH:11][C:12](=[O:13])[CH:14]1[S:15][CH2:16][CH2:17][NH:18]1. The product is Cl, O=C(NC(CCO)c1ccccc1)C1NCCS1.